From a dataset of the Open Reaction Database (ORD), a public repository of structured organic reaction records. describe an organic reaction: reactants, conditions, products, and yield The reactants are [OH-].[Na+] (NaOH), ClC1=NC=2N(C(=C1)NC=1C=C(C(=O)OC(C)(C)C)C=CC1)N=CC2 (tert-butyl 3-(5-chloropyrazolo[1,5-a]pyrimidin-7-ylamino)benzoate), ClC=1C=C(N)C=CC1 (3-chloroaniline), Cl (HCl), O1CCOCC1 (dioxane). Run in O (water), C(C)(C)(C)O (t-butyl alcohol). Reaction conditions: temperature 100 celsius, time 2 day. The product is ClC=1C=C(C=CC1)NC1=NC=2N(C(=C1)NC=1C=C(C(=O)OC(C)(C)C)C=CC1)N=CC2 (tert-butyl 3-(5-(3-chlorophenylamino)pyrazolo[1,5-a]pyrimidin-7-ylamino)benzoate). The yield is 55.0%. RXN SMILES: Cl[C:2]1[CH:7]=[C:6]([NH:8][C:9]2[CH:10]=[C:11]([CH:19]=[CH:20][CH:21]=2)[C:12]([O:14][C:15]([CH3:18])([CH3:17])[CH3:16])=[O:13])[N:5]2[N:22]=[CH:23][CH:24]=[C:4]2[N:3]=1.[Cl:25][C:26]1[CH:27]=[C:28]([CH:30]=[CH:31][CH:32]=1)[NH2:29].Cl.O1CCOCC1.[OH-].[Na+]>O.C(O)(C)(C)C>[Cl:25][C:26]1[CH:27]=[C:28]([NH:29][C:2]2[CH:7]=[C:6]([NH:8][C:9]3[CH:10]=[C:11]([CH:19]=[CH:20][CH:21]=3)[C:12]([O:14][C:15]([CH3:17])([CH3:18])[CH3:16])=[O:13])[N:5]3[N:22]=[CH:23][CH:24]=[C:4]3[N:3]=2)[CH:30]=[CH:31][CH:32]=1 |f:4.5|. Reported procedure: To the reaction flask, tert-butyl 3-(5-chloropyrazolo[1,5-a]pyrimidin-7-ylamino)benzoate (2.9 g, 8.2 mmol) was added along with 3-chloroaniline (2.2 mL, 20.6 mmol), 4N HCl in dioxane (2.6 mL, 10.4 mmol), and t-butyl alcohol (41 mL). The reaction was stirred at 100° C. for 2 days then cooled to room temperature. The mixture was diluted with water, made basic with 3N NaOH, filtered and washed with water. The product, tert-butyl 3-(5-(3-chlorophenylamino)pyrazolo[1,5-a]pyrimidin-7-ylamino)benzoate,... The reactants are CC(C)(C)OC(=O)N1CCC(NC(=O)c2cnc3n2C(C)(Cc2ccc(C#N)cc2)C(=O)N3c2cc(Cl)cc(Cl)c2)(C(=O)NC2(c3ccccn3)CC2)CC1, ClCCl, O=C(O)C(F)(F)F. Product: CC1(Cc2ccc(C#N)cc2)C(=O)N(c2cc(Cl)cc(Cl)c2)c2ncc(C(=O)NC3(C(=O)NC4(c5ccccn5)CC4)CCNCC3)n21. As a reaction SMILES: [C:1]([O:2][C:3](=[O:4])[N:8]1[CH2:9][CH2:10][C:11]([C:14]([NH:15][C:16]2([c:19]3[n:20][cH:21][cH:22][cH:23][cH:24]3)[CH2:17][CH2:18]2)=[O:25])([NH:26][C:27](=[O:28])[c:29]2[cH:30][n:31][c:32]3[n:33]2[C:34]([CH3:46])([CH2:47][c:48]2[cH:49][cH:50][c:51]([C:54]#[N:55])[cH:52][cH:53]2)[C:35](=[O:45])[N:36]3[c:37]2[cH:38][c:39]([Cl:44])[cH:40][c:41]([Cl:43])[cH:42]2)[CH2:12][CH2:13]1)([CH3:5])([CH3:6])[CH3:7].[Cl:63][CH2:64][Cl:65].[F:56][C:57]([F:58])([F:59])[C:60]([OH:61])=[O:62]>>[NH:8]1[CH2:9][CH2:10][C:11]([C:14]([NH:15][C:16]2([c:19]3[n:20][cH:21][cH:22][cH:23][cH:24]3)[CH2:17][CH2:18]2)=[O:25])([NH:26][C:27](=[O:28])[c:29]2[cH:30][n:31][c:32]3[n:33]2[C:34]([CH3:46])([CH2:47][c:48]2[cH:49][cH:50][c:51]([C:54]#[N:55])[cH:52][cH:53]2)[C:35](=[O:45])[N:36]3[c:37]2[cH:38][c:39]([Cl:44])[cH:40][c:41]([Cl:43])[cH:42]2)[CH2:12][CH2:13]1. The reactants are BrC1=NN2C(N=C(C(=C2)C2=CC=CC=C2)C2=CC=C(C=O)C=C2)=N1 (4-(2-bromo-6-phenyl[1,2,4]triazolo[1,5-a]pyrimidin-5-yl)benzaldehyde), CNC (dimethylamin). Solvent: CN(C)C=O (DMF). Reaction conditions: temperature 100 celsius, time 2 hour. Product: CN(C1=NN2C(N=C(C(=C2)C2=CC=CC=C2)C2=CC=C(C=O)C=C2)=N1)C (4-[2-(dimethylamino)-6-phenyl[1,2,4]triazolo[1,5-a]pyrimidin-5-yl]benzaldehyde). RXN SMILES: Br[C:2]1[N:24]=[C:5]2[N:6]=[C:7]([C:16]3[CH:23]=[CH:22][C:19]([CH:20]=[O:21])=[CH:18][CH:17]=3)[C:8]([C:10]3[CH:15]=[CH:14][CH:13]=[CH:12][CH:11]=3)=[CH:9][N:4]2[N:3]=1.[CH3:25][NH:26][CH3:27]>CN(C=O)C>[CH3:25][N:26]([CH3:27])[C:2]1[N:24]=[C:5]2[N:6]=[C:7]([C:16]3[CH:23]=[CH:22][C:19]([CH:20]=[O:21])=[CH:18][CH:17]=3)[C:8]([C:10]3[CH:15]=[CH:14][CH:13]=[CH:12][CH:11]=3)=[CH:9][N:4]2[N:3]=1. Reported procedure: To 200 mg 4-(2-bromo-6-phenyl[1,2,4]triazolo[1,5-a]pyrimidin-5-yl)benzaldehyde (prepared as described under example 52) in 6 ml DMF are added 0.24 ml of a dimethylamin solution (60% in water). The mixture is heated under microwave irradiation to 100° C. for 2.5 hours. The solvent is removed and the solid residue is treated with ethyl acetate/petrolether (1:1) and stirred for 2 hours. The desired product is filtered, dried and is used without further purification. Reaction SMILES: [F:1][C:2]([F:7])([F:6])[C:3]([OH:5])=[O:4].[I-].[CH3:9][O:10][C:11]([CH2:13][CH2:14][C:15]1[N+:19]([CH3:20])=[CH:18][N:17](C(C2C=CC=CC=2)(C2C=CC=CC=2)C2C=CC=CC=2)[CH:16]=1)=[O:12]>ClCCl>[F:1][C:2]([F:7])([F:6])[C:3]([OH:5])=[O:4].[CH3:20][N:19]1[C:15]([CH2:14][CH2:13][C:11]([O:10][CH3:9])=[O:12])=[CH:16][N:17]=[CH:18]1 |f:1.2,4.5|. Starting materials: FC(C(=O)O)(F)F (trifluoroacetic acid), [I-].COC(=O)CCC1=CN(C=[N+]1C)C(C1=CC=CC=C1)(C1=CC=CC=C1)C1=CC=CC=C1 (5-(2-methoxycarbonylethyl)-1-methyl-3-trityl-3H-imidazol-1-ium iodide). Procedure details: 0.5 ml of trifluoroacetic acid is added to a solution of 200 mg (0.37 mmol) of 5-(2-methoxycarbonylethyl)-1-methyl-3-trityl-3H-imidazol-1-ium iodide in 2 ml of dichloromethane. The reaction medium is left to stir overnight at ambient temperature and the solvents are evaporated off. The residue is purified by silica chromatography (eluent 9/1 DCM/MeOH. 80 mg of methyl 3-(3-methyl-3H-imidazol-4-yl)propionate trifluoroacetate are obtained with a yield of 76%. Run in ClCCl (dichloromethane). Yield: 76.0%. Yields the product FC(C(=O)O)(F)F.CN1C=NC=C1CCC(=O)OC (methyl 3-(3-methyl-3H-imidazol-4-yl)propionate trifluoroacetate). Reaction conditions: time 8 hour. The reactants are S(=O)(Cl)Cl (thionyl chloride), S(=O)(Cl)Cl (thionyl chloride), C(CCC)OC(=O)OC1=CC=C(C(=O)O)C=C1 (4-n-butoxycarbonyloxy benzoic acid). Run in C(Cl)(Cl)(Cl)Cl (carbon tetrachloride), C(Cl)(Cl)(Cl)Cl (carbon tetrachloride). Yields the product C(CCC)OC(=O)OC1=CC=C(C(=O)Cl)C=C1 (4-butoxycarbonyloxy benzoic acid chloride), having Formula 7. As a reaction SMILES: S(Cl)([Cl:3])=O.[CH2:5]([O:9][C:10]([O:12][C:13]1[CH:21]=[CH:20][C:16]([C:17](O)=[O:18])=[CH:15][CH:14]=1)=[O:11])[CH2:6][CH2:7][CH3:8]>C(Cl)(Cl)(Cl)Cl>[CH2:5]([O:9][C:10]([O:12][C:13]1[CH:21]=[CH:20][C:16]([C:17]([Cl:3])=[O:18])=[CH:15][CH:14]=1)=[O:11])[CH2:6][CH2:7][CH3:8]. Reported procedure: On the other hand, 15 ml of carbon tetrachloride (solvent) and 3 ml of thionyl chloride were added to 2.16 g (0.0158 mol) of 4-n-butoxycarbonyloxy benzoic acid, and the mixture was heated and refluxed. After sufficiently reacting them, excess thionyl chloride and carbon tetrachloride (solvent) were distilled off under reduced pressure to obtain 4-butoxycarbonyloxy benzoic acid chloride (one having Formula 7 wherein R2 is a n-butyl group). As a reaction SMILES: [NH2:1][C:2]1[CH:12]=[CH:11][C:5]([C:6]([O:8]CC)=[O:7])=[CH:4][C:3]=1[Cl:13].[OH-].[Na+]>CO>[NH2:1][C:2]1[CH:12]=[CH:11][C:5]([C:6]([OH:8])=[O:7])=[CH:4][C:3]=1[Cl:13] |f:1.2|. Reported procedure: The benzoate ester (2), 45.5 g (0.23 moles), was dissolved in 250 mL of hot MeOH and then 230 mL of 3N NaOH (3 equivalents, 0.69 moles) was added. The mixture was stirred at reflux for 5 hours. The solution was concentrated on a rotary evaporator at 80° C. to remove the MeOH and then the mixture was acidified to pH 2 with 3N HCl. The precipitated solids were filtered on a sintered glass funnel and washed with water. The product was homogeneous by TLC (Hexane: EtOAc, 4:1, Rf=0.1) and therefore wa... The reactants are NC1=C(C=C(C(=O)OCC)C=C1)Cl (Ethyl 4-amino-3-chlorobenzoate), [OH-].[Na+] (NaOH). The solvent is CO (MeOH). The product is 38.1, NC1=C(C=C(C(=O)O)C=C1)Cl (4-Amino-3-chlorobenzoic acid). Isolated yield 97.0%. The reactants are CC1=C[C@@H](OC1=O)O\C=C\1/[C@@H]2[C@H](NC1=O)C=CC2 ((3E,3aR,6aR)-3-[[(2R)-4-methyl-5-oxo-2H-furan-2-yl]oxymethylene]-1,3a,4,6a-tetrahydrocyclopenta[b]pyrrol-2-one), C[N+]1(CCOCC1)[O-] (NMO), CC(=O)C (acetone), O (water). Reagents/catalysts: O=[Os](=O)(=O)=O (OsO4). The solvent is CC(C)(C)O (tBuOH). Conditions: time 1 hour. The product is OC1C[C@H]\2[C@H](NC(/C2=C/O[C@@H]2OC(C(=C2)C)=O)=O)C1O ((3E,3aR,6aS)-5,6-dihydroxy-3-[[(2R)-4-methyl-5-oxo-2H-furan-2-yl]oxymethylene]-1,3a,4,5,6,6a-hexahydrocyclopenta[b]pyrrol-2-one). The yield is 38.0%. RXN SMILES: [CH3:1][C:2]1[C:6](=[O:7])[O:5][C@@H:4]([O:8]/[CH:9]=[C:10]2\[C@H:11]3CC=C[C@H:12]3[NH:13][C:14]\2=[O:15])[CH:3]=1.C[N+]1([O-])CC[O:23]CC1.[CH3:27][C:28]([CH3:30])=[O:29].O>CC(O)(C)C.O=[Os](=O)(=O)=O>[OH:29][CH:28]1[CH:30]([OH:23])[C@H:12]2[NH:13][C:14](=[O:15])/[C:10](=[CH:9]/[O:8][C@H:4]3[CH:3]=[C:2]([CH3:1])[C:6](=[O:7])[O:5]3)/[C@H:11]2[CH2:27]1. Procedure: To a solution of (3E,3aR,6aR)-3-[[(2R)-4-methyl-5-oxo-2H-furan-2-yl]oxymethylene]-1,3a,4,6a-tetrahydrocyclopenta[b]pyrrol-2-one Ia-1′ (137 mg, 0.55 mmol) in tBuOH (3 mL) was added NMO (77.9 mg, 0.67 mmol) and acetone (0.5 mL) followed by OsO4 (2.5-wt % in tBuOH, 560 mg, 0.055 mmol) and water (15 mg, 0.84 mmol). After 1 h at room temperature, H2Cl2 was added then the crude mixture was dried over Na2SO4, filtered and concentrated under reduced pressure. Purification using flash chromatography (CH2... Starting materials: C1CCOC1, CI, [H-], [Na+], COc1ccc2c(C(=O)c3cc(OC)c(OC)c(OC)c3)c(-c3c[nH]cn3)oc2c1. Yields the product COc1ccc2c(C(=O)c3cc(OC)c(OC)c(OC)c3)c(-c3cn(C)cn3)oc2c1. RXN SMILES: [CH2:35]1[O:36][CH2:37][CH2:38][CH2:39]1.[CH3:33][I:34].[H-:32].[Na+:31].[nH:1]1[cH:2][n:3][c:4](-[c:6]2[o:7][c:8]3[c:9]([c:10]2[C:11](=[O:12])[c:13]2[cH:14][c:15]([O:23][CH3:24])[c:16]([O:21][CH3:22])[c:17]([O:19][CH3:20])[cH:18]2)[cH:25][cH:26][c:27]([O:29][CH3:30])[cH:28]3)[cH:5]1>>[n:1]1([CH3:33])[cH:2][n:3][c:4](-[c:6]2[o:7][c:8]3[c:9]([c:10]2[C:11](=[O:12])[c:13]2[cH:14][c:15]([O:23][CH3:24])[c:16]([O:21][CH3:22])[c:17]([O:19][CH3:20])[cH:18]2)[cH:25][cH:26][c:27]([O:29][CH3:30])[cH:28]3)[cH:5]1. Starting materials: CCOC(=O)CN(Cc1ccccc1)S(=O)(=O)c1ccc(OC)cc1, C[O-], CO, Cl, NO, [Na+], [Na]. The product is COc1ccc(S(=O)(=O)N(CC(=O)NO)Cc2ccccc2)cc1. RXN SMILES: [CH3:1][O:2][c:3]1[cH:4][cH:5][c:6]([S:9](=[O:10])(=[O:11])[N:12]([CH2:13][C:14](=[O:15])[O:16][CH2:17][CH3:18])[CH2:19][c:20]2[cH:21][cH:22][cH:23][cH:24][cH:25]2)[cH:7][cH:8]1.[CH3:29][O-:30].[CH3:33][OH:34].[ClH:26].[NH2:27][OH:28].[Na+:31].[Na:32]>>[CH3:1][O:2][c:3]1[cH:4][cH:5][c:6]([S:9](=[O:10])(=[O:11])[N:12]([CH2:13][C:14](=[O:15])[NH:27][OH:28])[CH2:19][c:20]2[cH:21][cH:22][cH:23][cH:24][cH:25]2)[cH:7][cH:8]1.